From a dataset of the Open Reaction Database (ORD), a public repository of structured organic reaction records. describe an organic reaction: reactants, conditions, products, and yield The reactants are C(C)(C)(C)OC(=O)N1C(OC[C@@H]1CCC1=CC=C(C=C1)N)(C)C ((S)-4-[2-(4-Amino-phenyl)-ethyl]-2,2-dimethyl-oxazolidine-3-carboxylic acid tert-butyl ester), C1=NC=CC=2C(=CC=CC12)S(=O)(=O)Cl (isoquinoline-5-sulfonyl chloride). Yields the product C(C)(C)(C)OC(=O)N1C(OC[C@@H]1CCC1=CC=C(C=C1)NS(=O)(=O)C=1C=2C=CN=CC2C=CC1)(C)C ((S)-4-{2-[4-(isoquinoline-5-sulfonylamino)-phenyl]-ethyl}-2,2-dimethyl-oxazolidine-3-carboxylic acid tert-butyl ester). Reported procedure: (S)-4-[2-(4-Amino-phenyl)-ethyl]-2,2-dimethyl-oxazolidine-3-carboxylic acid tert-butyl ester (150 mg) was dissolved in tetrahydrofuran at room temperature before treatment with triethylamine (129.8 μl) and isoquinoline-5-sulfonyl chloride (141.4 mg), the reaction mixture was then warmed to 50° C. and stirred for 6 hours. Upon evaporation of the solvent in vacuo the residue was purified by flash column chromatography (SiO2; hexane/EtOAc 3:1) to afford title compound (S)-4-{2-[4-(isoquinoline-5-su... Yield: 64.7%. Conditions: temperature 50 celsius, time 6 hour. RXN SMILES: [C:1]([O:5][C:6]([N:8]1[C@@H:12]([CH2:13][CH2:14][C:15]2[CH:20]=[CH:19][C:18]([NH2:21])=[CH:17][CH:16]=2)[CH2:11][O:10][C:9]1([CH3:23])[CH3:22])=[O:7])([CH3:4])([CH3:3])[CH3:2].[CH:24]1[C:33]2[CH:32]=[CH:31][CH:30]=[C:29]([S:34](Cl)(=[O:36])=[O:35])[C:28]=2[CH:27]=[CH:26][N:25]=1>O1CCCC1.C(N(CC)CC)C>[C:1]([O:5][C:6]([N:8]1[C@@H:12]([CH2:13][CH2:14][C:15]2[CH:16]=[CH:17][C:18]([NH:21][S:34]([C:29]3[C:28]4[CH:27]=[CH:26][N:25]=[CH:24][C:33]=4[CH:32]=[CH:31][CH:30]=3)(=[O:35])=[O:36])=[CH:19][CH:20]=2)[CH2:11][O:10][C:9]1([CH3:23])[CH3:22])=[O:7])([CH3:4])([CH3:2])[CH3:3]. Solvent: O1CCCC1 (tetrahydrofuran), C(C)N(CC)CC (triethylamine).